From a dataset of the Open Reaction Database (ORD), a public repository of structured organic reaction records. describe an organic reaction: reactants, conditions, products, and yield Reactants: C1(CCCCC1)P(C1=C(C=CC=C1)C1=C(C=C(C=C1C(C)C)C(C)C)C(C)C)C1CCCCC1 (dicyclohexyl-(2′,4′,6′-triisopropylbiphenyl-2-yl)phosphine), ClC1=CC(=NC=N1)NN=C(C1=CC=CC=C1)C1=CC=CC=C1 (Benzophenone (6-chloropyrimidin-4-yl)hydrazone), C([O-])([O-])=O.[Cs+].[Cs+] (cesium carbonate), CN1CCNCC1 (N-methylpiperazine), C1(CCCCC1)P(C1=C(C=CC=C1)C1=C(C=C(C=C1C(C)C)C(C)C)C(C)C)C1CCCCC1 (dicyclohexyl-(2′,4′,6′-triisopropylbiphenyl-2-yl)phosphine), CN1CCNCC1 (N-methylpiperazine). Reagents/catalysts: C=1C=CC(=CC1)/C=C/C(=O)/C=C/C2=CC=CC=C2.C=1C=CC(=CC1)/C=C/C(=O)/C=C/C2=CC=CC=C2.C=1C=CC(=CC1)/C=C/C(=O)/C=C/C2=CC=CC=C2.[Pd].[Pd] (tris(dibenzylideneacetone)dipalladium), C=1C=CC(=CC1)/C=C/C(=O)/C=C/C2=CC=CC=C2.C=1C=CC(=CC1)/C=C/C(=O)/C=C/C2=CC=CC=C2.C=1C=CC(=CC1)/C=C/C(=O)/C=C/C2=CC=CC=C2.[Pd].[Pd] (tris(dibenzylideneacetone)dipalladium). Reaction conditions: temperature 120 celsius. Yields the product CN1CCN(CC1)C1=CC(=NC=N1)NN=C(C1=CC=CC=C1)C1=CC=CC=C1 (Benzophenone [6-(4-methylpiperazin-1-yl)pyrimidin-4-yl]hydrazone). Reaction SMILES: Cl[C:2]1[N:7]=[CH:6][N:5]=[C:4]([NH:8][N:9]=[C:10]([C:17]2[CH:22]=[CH:21][CH:20]=[CH:19][CH:18]=2)[C:11]2[CH:16]=[CH:15][CH:14]=[CH:13][CH:12]=2)[CH:3]=1.[CH3:23][N:24]1[CH2:29][CH2:28][NH:27][CH2:26][CH2:25]1.C1(P(C2CCCCC2)C2C=CC=CC=2C2C(C(C)C)=CC(C(C)C)=CC=2C(C)C)CCCCC1.C(=O)([O-])[O-].[Cs+].[Cs+]>C1C=CC(/C=C/C(/C=C/C2C=CC=CC=2)=O)=CC=1.C1C=CC(/C=C/C(/C=C/C2C=CC=CC=2)=O)=CC=1.C1C=CC(/C=C/C(/C=C/C2C=CC=CC=2)=O)=CC=1.[Pd].[Pd]>[CH3:23][N:24]1[CH2:29][CH2:28][N:27]([C:2]2[N:7]=[CH:6][N:5]=[C:4]([NH:8][N:9]=[C:10]([C:17]3[CH:22]=[CH:21][CH:20]=[CH:19][CH:18]=3)[C:11]3[CH:16]=[CH:15][CH:14]=[CH:13][CH:12]=3)[CH:3]=2)[CH2:26][CH2:25]1 |f:3.4.5,6.7.8.9.10|. Procedure: 500 mg (1.62 mmol) of the compound from Example 4A, 178 mg (1.78 mmol) of N-methylpiperazine, 58 mg (0.12 mmol) of dicyclohexyl-(2′,4′,6′-triisopropylbiphenyl-2-yl)phosphine, 22 mg (24 μmol) of tris(dibenzylideneacetone)dipalladium and 1.32 g (4.05 mmol) of cesium carbonate are combined. The mixture is degassed and vented twice with argon, 12.5 ml of a mixture of tert-butanol and toluene (1:5) are added, the mixture is again degassed and vented twice with argon and heated at 120° C. for 24 h. An... Reactants: product, C(C)(C)(C)O[K] (tBuOK), C1(=CC=CC=C1)S(=O)(=O)CC(=O)OC (Methyl phenylsulfonylacetate), C(C)(C)(C)O[K] (tBuOK), [H-].[Na+] (Sodium hydride), C(C)Br (ethyl bromide). The solvent is C1CCOC1 (THF), C(Cl)Cl (DCM), O (Water), O (Water), CN(C)C=O (DMF), O (water). Run at time 8 hour. Product: C(C)C(C(=O)O)(CC)S(=O)(=O)C1=CC=CC=C1 (2-ethyl-2-(phenylsulfonyl)Butanoic Acid). As a reaction SMILES: [C:1]1([S:7]([CH2:10][C:11]([O:13]C)=[O:12])(=[O:9])=[O:8])[CH:6]=[CH:5][CH:4]=[CH:3][CH:2]=1.[H-].[Na+].[CH2:17](Br)[CH3:18].[C:20](O[K])(C)(C)[CH3:21]>CN(C=O)C.C1COCC1.C(Cl)Cl.O>[CH2:20]([C:10]([S:7]([C:1]1[CH:6]=[CH:5][CH:4]=[CH:3][CH:2]=1)(=[O:9])=[O:8])([CH2:17][CH3:18])[C:11]([OH:13])=[O:12])[CH3:21] |f:1.2|. Procedure: Methyl phenylsulfonylacetate (0.64 ml, 4.0 mmol) was diluted with DMF (5 ml). Sodium hydride (384 mg, 16 mmol) and ethyl bromide (1.19 ml, 16 mmol) were added thereto under argon atmosphere. The mixture was stirred at room temperature overnight. Water was added to the reaction mixture under cooling with ice to terminate the reaction. After the extraction with ethyl acetate (10 ml×3), the organic layers were combined together, dried and concentrated under reduced pressure. The residue was purifie... The reactants are O=C(O)c1cc(-c2ccccc2)cc2c(-c3ccccc3)c(Br)oc12, CC(=O)O, O=N[O-], [Na+], O, O=[N+]([O-])O. The product is O=C(O)c1cc(-c2ccccc2)cc2c(-c3ccccc3)c([N+](=O)[O-])oc12. RXN SMILES: [Br:1][c:2]1[o:3][c:4]2[c:5]([c:6]1-[c:7]1[cH:8][cH:9][cH:10][cH:11][cH:12]1)[cH:13][c:14](-[c:20]1[cH:21][cH:22][cH:23][cH:24][cH:25]1)[cH:15][c:16]2[C:17](=[O:18])[OH:19].[CH3:35][C:36](=[O:37])[OH:38].[N:30]([O-:31])=[O:32].[Na+:33].[OH2:34].[OH:26][N+:27]([O-:28])=[O:29]>>[c:2]1([N+:27](=[O:26])[O-:28])[o:3][c:4]2[c:5]([c:6]1-[c:7]1[cH:8][cH:9][cH:10][cH:11][cH:12]1)[cH:13][c:14](-[c:20]1[cH:21][cH:22][cH:23][cH:24][cH:25]1)[cH:15][c:16]2[C:17](=[O:18])[OH:19]. Starting materials: C(C)N1C=C(C(C2=CC(=C(C(=C12)F)F)F)=O)C(=O)O (1-ethyl-1,4-dihydro-4-oxo-6,7,8-trifluoro-3-quinolinecarboxylic acid), C(C)NCC1CNCC1 (N-ethyl-3-pyrrolidinemethanamine), N12CCCCCC2=NCCC1 (1,8-diazabicyclo[5.4.0]undec-7-ene). Solvent: C(C)#N (acetonitrile). Reaction conditions: time 8 hour. Yields the product FC=1C=C2C(C(=CNC2=C(C1)F)C(=O)O)=O (6,8-difluoro-1,4-dihydro-4-oxo-3-quinolinecarboxylic acid). Reaction SMILES: C([N:3]1[C:12]2[C:7](=[CH:8][C:9]([F:15])=[C:10](F)[C:11]=2[F:13])[C:6](=[O:16])[C:5]([C:17]([OH:19])=[O:18])=[CH:4]1)C.C(NCC1CCNC1)C.N12CCCN=C1CCCCC2>C(#N)C>[F:15][C:9]1[CH:8]=[C:7]2[C:12](=[C:11]([F:13])[CH:10]=1)[NH:3][CH:4]=[C:5]([C:17]([OH:19])=[O:18])[C:6]2=[O:16]. Procedure details: A mixture of 22.50 g (83.03 mmole) 1-ethyl-1,4-dihydro-4-oxo-6,7,8-trifluoro-3-quinolinecarboxylic acid, 225 ml acetonitrile, 11.25 g (87.08 mmole) N-ethyl-3-pyrrolidinemethanamine and 12.6 g (83.03 mmole) 1,8-diazabicyclo[5.4.0]undec-7-ene was refluxed 1 hour then was stirred at room temperature overnight. The solid was filtered and washed with ether to give 26.33 g of 1-ethyl-7-[3-(ethylamino)-methyl]-1-pyrrolidinyl]-6,8-difluoro-1,4-dihydro-4-oxo-3-quinolinecarboxylic acid, mp 208°-210° C. The reactants are O=C(O)C(CC1CCCCC1)N1Cc2cccc(F)c2C1=O, O=C(Nc1nccs1)C(CC1CCCCC1)N1Cc2ccccc2C1=O, Nc1nccs1. Product: O=C(Nc1nccs1)C(CC1CCCCC1)N1Cc2c(F)cccc2C1=O. RXN SMILES: [CH:1]1([CH2:2][CH:3]([N:4]2[CH2:5][c:6]3[c:7]([c:8]([F:21])[cH:9][cH:10][cH:11]3)[C:12]2=[O:13])[C:14]([OH:15])=[O:16])[CH2:17][CH2:18][CH2:19][CH2:20][CH2:22]1.[CH:29]1([CH2:35][CH:36]([C:37](=[O:38])[NH:39][c:40]2[s:41][cH:42][cH:43][n:44]2)[N:45]2[C:46](=[O:54])[c:47]3[cH:48][cH:49][cH:50][cH:51][c:52]3[CH2:53]2)[CH2:30][CH2:31][CH2:32][CH2:33][CH2:34]1.[NH2:23][c:24]1[s:25][cH:26][cH:27][n:28]1>>[F:21][c:51]1[cH:50][cH:49][cH:48][c:47]2[c:52]1[CH2:53][N:45]([CH:36]([CH2:35][CH:29]1[CH2:30][CH2:31][CH2:32][CH2:33][CH2:34]1)[C:37](=[O:38])[NH:39][c:40]1[s:41][cH:42][cH:43][n:44]1)[C:46]2=[O:54]. Starting materials: C1(=CC=CC=C1)[C@@H]1[C@@H](CCCC1)C(=O)OC1=CC(=C(C(=O)OC)C=C1)OC (methyl 4-(cis-2-phenyl- 1-cyclohexanoyloxy)-2-methoxybenzoate), O (H2O), O[Li].O (LiOH.H2O). Solvent: C1CCOC1 (THF). Run at temperature 45 celsius. The product is C1(=CC=CC=C1)[C@@H]1[C@@H](CCCC1)C(=O)OC1=CC(=C(C(=O)O)C=C1)OC (4-(cis-2-phenyl-1-cyclohexanoyloxy)-2-methoxy-benzoic acid). As a reaction SMILES: [C:1]1([C@H:7]2[CH2:12][CH2:11][CH2:10][CH2:9][C@H:8]2[C:13]([O:15][C:16]2[CH:25]=[CH:24][C:19]([C:20]([O:22]C)=[O:21])=[C:18]([O:26][CH3:27])[CH:17]=2)=[O:14])[CH:6]=[CH:5][CH:4]=[CH:3][CH:2]=1.O.O[Li].O>C1COCC1>[C:1]1([C@H:7]2[CH2:12][CH2:11][CH2:10][CH2:9][C@H:8]2[C:13]([O:15][C:16]2[CH:25]=[CH:24][C:19]([C:20]([OH:22])=[O:21])=[C:18]([O:26][CH3:27])[CH:17]=2)=[O:14])[CH:6]=[CH:5][CH:4]=[CH:3][CH:2]=1 |f:2.3|. Procedure details: To a stirred solution of methyl 4-(cis-2-phenyl- 1-cyclohexanoyloxy)-2-methoxybenzoate (230 mg, 0.64 mmol) in THF:H2O (5 mL:1 mL) was added LiOH.H2O (113.5 mg, 2.7 mmol). The reaction was heated to 45° C. over 12 h and then cooled to ambient temperature. The solvent was removed under reduced pressure. The crude solid was passed through a small plug of silca gel packed in 90:10 CH2Cl2 :MeOH(NH3) and eluted with same. The solvent was removed under reduced pressure to afford 4-(cis-2-phenyl-1-cyclo... The reactants are C1(CCCCC1)N(C(=O)NC=1SC(=CN1)SC#N)[C@@H]1CC[C@H](CC1)C (1-cyclohexyl-1-(trans-4-methyl-cyclohexyl)-3-(5-thiocyanato-thiazol-2-yl)-urea), SC[C@H](O)[C@H](O)CS (dithioerythritol), C(C)OC(C(C(C)C)Br)=O (ethyl-2-bromoisovalerate). Product: C1(CCCCC1)N(C(NC=1SC(=CN1)SC(C(=O)O)C(C)C)=O)[C@@H]1CC[C@H](CC1)C (2-{2-[3-Cyclohexyl-3-(trans-4-methyl-cyclohexyl)-ureido]-thiazol-5-ylsulfanyl}-3-methyl-butyric acid). As a reaction SMILES: [CH:1]1([N:7]([C@H:19]2[CH2:24][CH2:23][C@H:22]([CH3:25])[CH2:21][CH2:20]2)[C:8]([NH:10][C:11]2[S:12][C:13]([S:16]C#N)=[CH:14][N:15]=2)=[O:9])[CH2:6][CH2:5][CH2:4][CH2:3][CH2:2]1.SC[C@@H]([C@@H](CS)O)O.C([O:36][C:37](=[O:43])[CH:38](Br)[CH:39]([CH3:41])[CH3:40])C>>[CH:1]1([N:7]([C@H:19]2[CH2:20][CH2:21][C@H:22]([CH3:25])[CH2:23][CH2:24]2)[C:8](=[O:9])[NH:10][C:11]2[S:12][C:13]([S:16][CH:38]([CH:39]([CH3:40])[CH3:41])[C:37]([OH:36])=[O:43])=[CH:14][N:15]=2)[CH2:6][CH2:5][CH2:4][CH2:3][CH2:2]1. Procedure: Prepared as described in general procedure (H) using 1-cyclohexyl-1-(trans-4-methyl-cyclohexyl)-3-(5-thiocyanato-thiazol-2-yl)-urea, dithioerythritol and ethyl-2-bromoisovalerate.